Dataset: the Open Reaction Database (ORD), a public repository of structured organic reaction records. Task: describe an organic reaction: reactants, conditions, products, and yield Starting materials: C1(CC1)CNC(NC1=CC=C(C(=O)N2CCN(CC2)C(=O)OC(C)(C)C)C=C1)=O (tert-Butyl 4-(4-(3-(cyclopropylmethyl)ureido)benzoyl)piperazine-1-carboxylate), FC(C(=O)O)(F)F (trifluoroacetic acid). The solvent is ClCCl (dichloromethane). Run at time 1 hour. Yields the product C1(CC1)CNC(=O)NC1=CC=C(C=C1)C(=O)N1CCNCC1 (1-(Cyclopropylmethyl)-3-(4-(piperazine-1-carbonyl)phenyl)urea). Yield: 94.9%. Reaction SMILES: [CH:1]1([CH2:4][NH:5][C:6](=[O:29])[NH:7][C:8]2[CH:28]=[CH:27][C:11]([C:12]([N:14]3[CH2:19][CH2:18][N:17](C(OC(C)(C)C)=O)[CH2:16][CH2:15]3)=[O:13])=[CH:10][CH:9]=2)[CH2:3][CH2:2]1.FC(F)(F)C(O)=O>ClCCl>[CH:1]1([CH2:4][NH:5][C:6]([NH:7][C:8]2[CH:9]=[CH:10][C:11]([C:12]([N:14]3[CH2:19][CH2:18][NH:17][CH2:16][CH2:15]3)=[O:13])=[CH:27][CH:28]=2)=[O:29])[CH2:2][CH2:3]1. Reported procedure: tert-Butyl 4-(4-(3-(cyclopropylmethyl)ureido)benzoyl)piperazine-1-carboxylate (46.7 mmol, 18.78 g) was dissolved in dichloromethane (30 mL) and trifluoroacetic acid (233 mmol, 17.33 ml, 26.6 g) was added. The reaction was stirred for 1 hour and then was concentrated under reduced pressure. The crude material was triturated with ether to give a white powder after high vacuum drying. The white powder was taken up in water and carefully taken to pH 10 with sodium carbonate. The aqueous was then ext... Starting materials: BrBr, CC(C)(C)OC(=O)N1CCOc2cccnc21, CO. The product is CC(C)(C)OC(=O)N1CCOc2cc(Br)cnc21. RXN SMILES: [Br:18][Br:19].[C:1]([CH3:2])([CH3:3])([CH3:4])[O:5][C:6](=[O:7])[N:8]1[c:9]2[c:10]([cH:14][cH:15][cH:16][n:17]2)[O:11][CH2:12][CH2:13]1.[CH3:20][OH:21]>>[C:1]([CH3:2])([CH3:3])([CH3:4])[O:5][C:6](=[O:7])[N:8]1[c:9]2[c:10]([cH:14][c:15]([Br:18])[cH:16][n:17]2)[O:11][CH2:12][CH2:13]1. The reactants are ClCCl, COCOc1cnc(Cl)cc1-c1ncc[nH]1, Cl, C1COCCO1. Yields the product Oc1cnc(Cl)cc1-c1ncc[nH]1. As a reaction SMILES: [CH2:18]([Cl:19])[Cl:20].[Cl:2][c:3]1[n:4][cH:5][c:6]([O:14][CH2:15][O:16][CH3:17])[c:7](-[c:9]2[nH:10][cH:11][cH:12][n:13]2)[cH:8]1.[ClH:1].[O:21]1[CH2:22][CH2:23][O:24][CH2:25][CH2:26]1>>[Cl:2][c:3]1[n:4][cH:5][c:6]([OH:14])[c:7](-[c:9]2[n:10][cH:11][cH:12][nH:13]2)[cH:8]1. The reactants are ClC(=O)OCC=C (allyl chloroformate), Br.BrCC(C[C@@H]1NCCC[C@H]1OC)=O (trans 3-bromo-1-(3-methoxy-2-piperidyl)-2-propanone hydrobromide), 1-allyloxycarbonyl-2-(ω-bromoacetonyl)-3-methoxypiperidine, ClC=1C=C2C(NC=NC2=CC1Br)=O (6-chloro-7-bromo-3,4-dihydro-4-quinazolinone). The product is BrC1=C(C=C2C(N(C=NC2=C1)CC(=O)CC1N(CCCC1OC)C(=O)OCC=C)=O)Cl (7-bromo-6-chloro-3-[3-(1-allyloxycarbonyl-3-methoxy-2-piperidyl)-acetonyl]-4(3H)-quinazolinone). As a reaction SMILES: Cl[C:2]([O:4][CH2:5][CH:6]=[CH2:7])=[O:3].Br.Br[CH2:10][C:11](=[O:21])[CH2:12][C@H:13]1[C@H:18]([O:19][CH3:20])[CH2:17][CH2:16][CH2:15][NH:14]1.[Cl:22][C:23]1[CH:24]=[C:25]2[C:30](=[CH:31][C:32]=1[Br:33])[N:29]=[CH:28][NH:27][C:26]2=[O:34]>>[Br:33][C:32]1[CH:31]=[C:30]2[C:25]([C:26](=[O:34])[N:27]([CH2:10][C:11]([CH2:12][CH:13]3[CH:18]([O:19][CH3:20])[CH2:17][CH2:16][CH2:15][N:14]3[C:2]([O:4][CH2:5][CH:6]=[CH2:7])=[O:3])=[O:21])[CH:28]=[N:29]2)=[CH:24][C:23]=1[Cl:22] |f:1.2|. Procedure: The said known procedure comprises reacting trans 1-(3-methoxy-2-piperidyl)-2-propanone hydrobromide with hydrobromic acid as in U.S. Pat. No. 2,775,597 to form the trans 3-bromo-1-(3-methoxy-2-piperidyl)-2-propanone hydrobromide, reacting the latter with allyl chloroformate as indicated in J. Org. Chem., Vol. 20 (1955), p. 118-142 to block the nitrogen atom of the piperidine with allyloxycarbonyl by forming 1-allyloxycarbonyl-2-(ω-bromoacetonyl)-3-methoxypiperidine, condensing the latter with 6... Reactants: C(C)(=O)OCC (ethyl acetate), COC(C1=C(C=CC=C1I)CBr)=O (2-bromomethyl-6-iodo-benzoic acid methyl ester), C1(=CC=CC=C1)C(CCN)C (3-phenyl-butylamine), C(=O)([O-])[O-].[K+].[K+] (K2CO3). Run in C1(=CC=CC=C1)C (toluene), CCCCCC (hexane). Run at temperature 100 celsius, time 2 hour. Product: IC=1C=CC=C2CN(C(C12)=O)CCC(C)C1=CC=CC=C1 (7-iodo-2-(3-phenyl-butyl)-2,3-dihydro-isoindol-1-one). Isolated yield 23.5%. As a reaction SMILES: CO[C:3](=[O:13])[C:4]1[C:9]([I:10])=[CH:8][CH:7]=[CH:6][C:5]=1[CH2:11]Br.[C:14]1([CH:20]([CH3:24])[CH2:21][CH2:22][NH2:23])[CH:19]=[CH:18][CH:17]=[CH:16][CH:15]=1.C([O-])([O-])=O.[K+].[K+].C(OCC)(=O)C>C1(C)C=CC=CC=1.CCCCCC>[I:10][C:9]1[CH:8]=[CH:7][CH:6]=[C:5]2[C:4]=1[C:3](=[O:13])[N:23]([CH2:22][CH2:21][CH:20]([C:14]1[CH:19]=[CH:18][CH:17]=[CH:16][CH:15]=1)[CH3:24])[CH2:11]2 |f:2.3.4|. Procedure: A mixture of 2-bromomethyl-6-iodo-benzoic acid methyl ester (0.178 g, 0.5 mmol), 3-phenyl-butylamine (0.090 g, 0.6 mmol), and K2CO3 (0.166 g, 1.2 mmol) in toluene (5 mL) was heated with stirring at 100° C. for 2 h. Workup and silica gel column chromatography using 30% ethyl acetate in hexane afforded 7-iodo-2-(3-phenyl-butyl)-2,3-dihydro-isoindol-1-one (0.046 g, 23%). 1H NMR (300 MHz, CDCl3): δ (ppm) 1.32 (d, 3H), 1.96 (m, 2H), 2.78 (m, 1H), 3.54 (m, 2H) 4.16 (s, 2H), 7.14-7.38 (m, 7H), 7.88 (d,... Starting materials: C(C=C)(=O)OCC (ethyl acrylate), C(C1=CC=CC=C1)N(C[Si](C)(C)C)COC (N-benzyl-N-(methoxymethyl)-N-[(trimethylsilyl)methyl]amine), C(C1=CC=CC=C1)N(C[Si](C)(C)C)COC (N-benzyl-N-(methoxymethyl)-N-[(trimethylsilyl)methyl]amine), FC(C(=O)O)(F)F (trifluoroacetic acid), 1h. Run in ClCCl (dichloromethane), ClCCl (dichloromethane), ClCCl (dichloromethane). Yields the product C(C1=CC=CC=C1)N1CC(CC1)C(=O)OCC ((±) Ethyl N-benzyl-3-pyrrolidinylcarboxylate). The yield is 87.6%. RXN SMILES: [C:1]([O:5][CH2:6][CH3:7])(=[O:4])[CH:2]=[CH2:3].[CH2:8]([N:15]([CH2:21]OC)[CH2:16][Si](C)(C)C)[C:9]1[CH:14]=[CH:13][CH:12]=[CH:11][CH:10]=1.FC(F)(F)C(O)=O>ClCCl>[CH2:8]([N:15]1[CH2:16][CH2:3][CH:2]([C:1]([O:5][CH2:6][CH3:7])=[O:4])[CH2:21]1)[C:9]1[CH:10]=[CH:11][CH:12]=[CH:13][CH:14]=1. Procedure details: To a stirred solution of ethyl acrylate (141 g, 1.41 mole) and N-benzyl-N-(methoxymethyl)-N-[(trimethylsilyl)methyl]amine (Compound D17 of EP 0363085, 435 g, containing approximately 75% of D17, 1.4 moles) in dichloromethane (2.5L) at -5° C. was added trifluoroacetic acid (16.1 g, 0.14 mole) in dichloromethane (100 ml) ensuring that the temperature did not rise above 0° C. This mixture was then transferred by cannula to stirred, refluxing dichloromethane (50 ml) over 40 minutes at such a rate as... Reactants: COC(C[C@@H]1COC2=C1C=CC(=C2)O[C@@H]2CCC1=C(C=CC(=C21)F)B2OC(C(O2)(C)C)(C)C)=O ({(S)-6-[(R)-7-fluoro-4-(4,4,5,5-tetramethyl-[1,3,2]dioxaborolan-2-yl)-indan-1-yloxy]-2,3-dihydro-benzofuran-3-yl}-acetic acid methyl ester), ClC1=C(C=C(C=C1C)C=1C=C(N=NC1)C)C (5-(4-chloro-3,5-dimethyl-phenyl)-3-methyl-pyridazine), BrC1=C2CC[C@H](C2=C(C=C1)F)OC1=CC2=C([C@@H](CO2)CC(=O)OC)C=C1 (Methyl 2-((S)-6-((R)-4-bromo-7-fluoro-2,3-dihydro-1H-inden-1-yloxy)-2,3-dihydrobenzofuran-3-yl)acetate). Yields the product COC(C[C@@H]1COC2=C1C=CC(=C2)O[C@@H]2CCC1=C(C=CC(=C21)F)C2=C(C=C(C=C2C)C2=CN=NC(=C2)C)C)=O ({(S)-6-[(R)-4-(2,6-Dimethyl-4-(6-methyl-pyridazin-4-yl)-phenyl)-7-fluoro-indan-1-yloxy]-2,3-dihydro-benzofuran-3-yl}-acetic acid methyl ester). RXN SMILES: [CH3:1][O:2][C:3](=[O:34])[CH2:4][C@H:5]1[C:9]2[CH:10]=[CH:11][C:12]([O:14][C@H:15]3[C:23]4[C:18](=[C:19](B5OC(C)(C)C(C)(C)O5)[CH:20]=[CH:21][C:22]=4[F:24])[CH2:17][CH2:16]3)=[CH:13][C:8]=2[O:7][CH2:6]1.Cl[C:36]1[C:41]([CH3:42])=[CH:40][C:39]([C:43]2[CH:44]=[C:45]([CH3:49])[N:46]=[N:47][CH:48]=2)=[CH:38][C:37]=1[CH3:50].BrC1C=CC(F)=C2C=1CC[C@H]2OC1C=CC2[C@H](CC(OC)=O)COC=2C=1>>[CH3:1][O:2][C:3](=[O:34])[CH2:4][C@H:5]1[C:9]2[CH:10]=[CH:11][C:12]([O:14][C@H:15]3[C:23]4[C:18](=[C:19]([C:36]5[C:41]([CH3:42])=[CH:40][C:39]([C:43]6[CH:44]=[C:45]([CH3:49])[N:46]=[N:47][CH:48]=6)=[CH:38][C:37]=5[CH3:50])[CH:20]=[CH:21][C:22]=4[F:24])[CH2:17][CH2:16]3)=[CH:13][C:8]=2[O:7][CH2:6]1. Procedure details: The title compound is prepared from {(S)-6-[(R)-7-fluoro-4-(4,4,5,5-tetramethyl-[1,3,2]dioxaborolan-2-yl)-indan-1-yloxy]-2,3-dihydro-benzofuran-3-yl}-acetic acid methyl ester and 5-(4-chloro-3,5-dimethyl-phenyl)-3-methyl-pyridazine following a procedure analogous to that described in Step 5 of Intermediate 1. LC (method 11): tR=1.09 min; Mass spectrum (ESI+): m/z=539 [M+H]+. The reactants are BrC1=CC=C(C=C1)[C@@H](C(C(F)(F)F)(F)F)N([C@@H](CC(C)C)C(=O)N)CC#N (N2-[(1S)-1-(4-bromophenyl)-2,2,3,3,3-pentafluoropropyl]-N2-(cyanomethyl)-L-leucinamide), N1=CC=C(C=C1)B(O)O (4-pyridylboronic acid), C(=O)([O-])[O-].[Na+].[Na+] (Na2CO3), CN(C)C=O (DMF). The reagents and catalysts are C1=CC=C(C=C1)P([C-]2C=CC=C2)C3=CC=CC=C3.C1=CC=C(C=C1)P([C-]2C=CC=C2)C3=CC=CC=C3.Cl[Pd]Cl.[Fe+2] (PdCl2(dppf)). Reaction conditions: temperature 95 celsius. The product is C(#N)CNC([C@@H](N[C@H](C(C(F)(F)F)(F)F)C1=CC=C(C=C1)C1=CC=NC=C1)CC(C)C)=O (N1-(cyanomethyl)-N2-[(1S)-2,2,3,3,3-pentafluoro-1-(4-pyridin-4-ylphenyl)propyl]-L-leucinamide). RXN SMILES: Br[C:2]1[CH:7]=[CH:6][C:5]([C@H:8]([N:16](CC#N)[C@H:17]([C:22]([NH2:24])=[O:23])[CH2:18][CH:19]([CH3:21])[CH3:20])[C:9]([F:15])([F:14])[C:10]([F:13])([F:12])[F:11])=[CH:4][CH:3]=1.[N:28]1[CH:33]=[CH:32][C:31](B(O)O)=[CH:30][CH:29]=1.[C:37]([O-])([O-])=O.[Na+].[Na+].C[N:44]([CH:46]=O)C>C1C=CC(P(C2C=CC=CC=2)[C-]2C=CC=C2)=CC=1.C1C=CC(P(C2C=CC=CC=2)[C-]2C=CC=C2)=CC=1.Cl[Pd]Cl.[Fe+2]>[C:46]([CH2:37][NH:24][C:22](=[O:23])[C@H:17]([CH2:18][CH:19]([CH3:20])[CH3:21])[NH:16][C@@H:8]([C:5]1[CH:6]=[CH:7][C:2]([C:31]2[CH:32]=[CH:33][N:28]=[CH:29][CH:30]=2)=[CH:3][CH:4]=1)[C:9]([F:14])([F:15])[C:10]([F:13])([F:12])[F:11])#[N:44] |f:2.3.4,6.7.8.9|. Reported procedure: To a solution of N2-[(1S)-1-(4-bromophenyl)-2,2,3,3,3-pentafluoropropyl]-N2-(cyanomethyl)-L-leucinamide (82 mg, 0.18 mmol), 4-pyridylboronic acid (30 mg, 0.24 mmol) and PdCl2(dppf) (14 mg, 0.02 mmol) in 2.5 mL DMF was added 2M Na2CO3 (0.25 mL). The mixture was heated to 95° C. for 2.5 h, then cooled and partitioned between aq. Na2CO3 and ether. The aqueous phase was washed with brine and dried over MgSO4. Purification by silica gel chromatography (65% to 95% ethyl acetate/hexanes gradient) provi... Reactants: C1CCOC1, COc1cc(C)c(OC)c(CO)c1C, BrP(Br)Br. The product is COc1cc(C)c(OC)c(CBr)c1C. Reaction SMILES: [CH2:19]1[O:20][CH2:21][CH2:22][CH2:23]1.[CH3:1][O:2][c:3]1[c:4]([CH2:5][OH:6])[c:7]([CH3:14])[c:8]([O:12][CH3:13])[cH:9][c:10]1[CH3:11].[P:15]([Br:16])([Br:17])[Br:18]>>[CH3:1][O:2][c:3]1[c:4]([CH2:5][Br:16])[c:7]([CH3:14])[c:8]([O:12][CH3:13])[cH:9][c:10]1[CH3:11]. Reactants: Cc1ccccc1, ClCc1csc(C2CCC2)n1, c1ccc(P(c2ccccc2)c2ccccc2)cc1. Product: c1ccc([P+](Cc2csc(C3CCC3)n2)(c2ccccc2)c2ccccc2)cc1, [Cl-]. RXN SMILES: [CH3:31][c:32]1[cH:33][cH:34][cH:35][cH:36][cH:37]1.[Cl:1][CH2:2][c:3]1[n:4][c:5]([CH:8]2[CH2:9][CH2:10][CH2:11]2)[s:6][cH:7]1.[c:12]1([P:18]([c:19]2[cH:20][cH:21][cH:22][cH:23][cH:24]2)[c:25]2[cH:26][cH:27][cH:28][cH:29][cH:30]2)[cH:13][cH:14][cH:15][cH:16][cH:17]1>>[CH2:2]([c:3]1[n:4][c:5]([CH:8]2[CH2:9][CH2:10][CH2:11]2)[s:6][cH:7]1)[P+:18]([c:12]1[cH:13][cH:14][cH:15][cH:16][cH:17]1)([c:19]1[cH:20][cH:21][cH:22][cH:23][cH:24]1)[c:25]1[cH:26][cH:27][cH:28][cH:29][cH:30]1.[Cl-:1].